This data is from the Open Reaction Database (ORD), a public repository of structured organic reaction records. The task is: describe an organic reaction: reactants, conditions, products, and yield Reactants: CCn1c(Cn2ccnc2-c2nccs2)nc2cc(C#CCC(C)O)ccc21, ClCCl, Cl, [Na+], O=C([O-])O, Cl[Pd]Cl. Yields the product CCn1c(Cn2ccnc2-c2nccs2)nc2cc(C(=O)CCC(C)O)ccc21. Reaction SMILES: [CH2:2]([CH3:3])[n:4]1[c:5]([CH2:19][n:20]2[c:21](-[c:25]3[s:26][cH:27][cH:28][n:29]3)[n:22][cH:23][cH:24]2)[n:6][c:7]2[c:8]1[cH:9][cH:10][c:11]([C:13]#[C:14][CH2:15][CH:16]([CH3:17])[OH:18])[cH:12]2.[Cl:38][CH2:39][Cl:40].[ClH:1].[Na+:34].[O-:30][C:31]([OH:32])=[O:33].[Pd:35]([Cl:36])[Cl:37]>>[CH2:2]([CH3:3])[n:4]1[c:5]([CH2:19][n:20]2[c:21](-[c:25]3[s:26][cH:27][cH:28][n:29]3)[n:22][cH:23][cH:24]2)[n:6][c:7]2[c:8]1[cH:9][cH:10][c:11]([C:13]([CH2:14][CH2:15][CH:16]([CH3:17])[OH:18])=[O:30])[cH:12]2. The reactants are CO, Cl, CN(C)C(=O)c1ccc(-n2cnc3ccc(-c4cn(C(c5ccccc5)(c5ccccc5)c5ccccc5)nc4-c4ccc(F)cc4)cc32)nc1, C1CCOC1. Yields the product CN(C)C(=O)c1ccc(-n2cnc3ccc(-c4c[nH]nc4-c4ccc(F)cc4)cc32)nc1. As a reaction SMILES: [CH3:57][OH:58].[ClH:59].[F:1][c:2]1[cH:3][cH:4][c:5](-[c:8]2[n:9][n:10]([C:33]([c:34]3[cH:35][cH:36][cH:37][cH:38][cH:39]3)([c:40]3[cH:41][cH:42][cH:43][cH:44][cH:45]3)[c:46]3[cH:47][cH:48][cH:49][cH:50][cH:51]3)[cH:11][c:12]2-[c:13]2[cH:14][cH:15][c:16]3[c:17]([n:18](-[c:21]4[n:22][cH:23][c:24]([C:25](=[O:26])[N:27]([CH3:28])[CH3:29])[cH:30][cH:31]4)[cH:19][n:20]3)[cH:32]2)[cH:6][cH:7]1.[O:52]1[CH2:53][CH2:54][CH2:55][CH2:56]1>>[F:1][c:2]1[cH:3][cH:4][c:5](-[c:8]2[n:9][nH:10][cH:11][c:12]2-[c:13]2[cH:14][cH:15][c:16]3[c:17]([n:18](-[c:21]4[n:22][cH:23][c:24]([C:25](=[O:26])[N:27]([CH3:28])[CH3:29])[cH:30][cH:31]4)[cH:19][n:20]3)[cH:32]2)[cH:6][cH:7]1. Starting materials: N1(CCCCC1)C1=C(C#N)C(=CC=C1)N (2-(1-piperidinyl)-6-aminobenzonitrile), COC1=CC=C(CN2N=NN=C2C(=O)Cl)C=C1 (1-p-methoxybenzyl-5-tetrazolecarbonylchloride). Solvent: N1=CC=CC=C1 (pyridine). Yields the product C(#N)C1=C(C=CC=C1N1CCCCC1)NC(=O)C1=NN=NN1CC1=CC=C(C=C1)OC (N-[2-cyano-3-(1-piperidinyl)phenyl]-1-(4-methoxyphenylmethyl)-1H-tetrazole-5-carboxamide). Reaction SMILES: [N:1]1([C:7]2[CH:14]=[CH:13][CH:12]=[C:11]([NH2:15])[C:8]=2[C:9]#[N:10])[CH2:6][CH2:5][CH2:4][CH2:3][CH2:2]1.[CH3:16][O:17][C:18]1[CH:32]=[CH:31][C:21]([CH2:22][N:23]2[C:27]([C:28](Cl)=[O:29])=[N:26][N:25]=[N:24]2)=[CH:20][CH:19]=1>N1C=CC=CC=1>[C:9]([C:8]1[C:7]([N:1]2[CH2:2][CH2:3][CH2:4][CH2:5][CH2:6]2)=[CH:14][CH:13]=[CH:12][C:11]=1[NH:15][C:28]([C:27]1[N:23]([CH2:22][C:21]2[CH:31]=[CH:32][C:18]([O:17][CH3:16])=[CH:19][CH:20]=2)[N:24]=[N:25][N:26]=1)=[O:29])#[N:10]. Reported procedure: The N-[2-cyano-3-(1-piperidinyl)phenyl]-1-(4-methoxyphenylmethyl)-1H-tetrazole-5-carboxamide was prepared in the usual manner as illustrated in Example I from 2-(1-piperidinyl)-6-aminobenzonitrile and 1-p-methoxybenzyl-5-tetrazolecarbonylchloride in the presence of pyridine. The product was recrystallized from acetonitrile, m.p. 166°-168° C. Reactants: [Br-], CC(C)(C)c1csc(-c2cc3cc(CCl)ccc3o2)n1, O=C([O-])O, CCOC(=O)CC(=O)OCC, C[Mg+], [Na+], C1CCOC1. Yields the product CCOC(=O)C(Cc1ccc2oc(-c3nc(C(C)(C)C)cs3)cc2c1)C(=O)OCC. RXN SMILES: [Br-:1].[C:15]([CH3:16])([CH3:17])([CH3:18])[c:19]1[n:20][c:21](-[c:24]2[o:25][c:26]3[c:27]([cH:28]2)[cH:29][c:30]([CH2:33][Cl:34])[cH:31][cH:32]3)[s:22][cH:23]1.[C:35](=[O:36])([O-:37])[OH:38].[C:4]([CH2:5][C:6](=[O:7])[O:8][CH2:9][CH3:10])(=[O:11])[O:12][CH2:13][CH3:14].[CH3:2][Mg+:3].[Na+:39].[O:40]1[CH2:41][CH2:42][CH2:43][CH2:44]1>>[C:4]([CH:5]([C:6](=[O:7])[O:8][CH2:9][CH3:10])[CH2:33][c:30]1[cH:29][c:27]2[c:26]([o:25][c:24](-[c:21]3[n:20][c:19]([C:15]([CH3:16])([CH3:17])[CH3:18])[cH:23][s:22]3)[cH:28]2)[cH:32][cH:31]1)(=[O:11])[O:12][CH2:13][CH3:14]. The reactants are N(=NC(=O)OCC)C(=O)OCC (diethyl azodicarboxylate), C(C)(=S)O (thioacetic acid), [N+](=O)([O-])C1=CC=C(COC(=O)N2[C@@H](C[C@H](C2)O)CC(=O)OCC2=CC=C(C=C2)OC)C=C1 ((2S,4R)-1-(p-Nitrobenzyloxycarbonyl)-2-p-methoxybenzyloxycarbonylmethyl-4-hydroxypyrrolidine), C1(=CC=CC=C1)P(C1=CC=CC=C1)C1=CC=CC=C1 (triphenylphosphine). Run in O1CCCC1 (tetrahydrofuran), C(C)(=O)OCC (ethyl acetate). Conditions: time 30 minute. The product is [N+](=O)([O-])C1=CC=C(COC(=O)N2[C@@H](C[C@@H](C2)SC(C)=O)CC(=O)OCC2=CC=C(C=C2)OC)C=C1 ((2R,4S)-1-(p-nitrobenzyl-oxycarbonyl)-2-p-methoxybenzyloxycarbonylmethyl-4-acetylthiopyrrolidine). RXN SMILES: [N+:1]([C:4]1[CH:32]=[CH:31][C:7]([CH2:8][O:9][C:10]([N:12]2[CH2:16][C@H:15](O)[CH2:14][C@H:13]2[CH2:18][C:19]([O:21][CH2:22][C:23]2[CH:28]=[CH:27][C:26]([O:29][CH3:30])=[CH:25][CH:24]=2)=[O:20])=[O:11])=[CH:6][CH:5]=1)([O-:3])=[O:2].C1(P(C2C=CC=CC=2)C2C=CC=CC=2)C=CC=CC=1.N(C(OCC)=O)=NC(OCC)=O.[C:64]([OH:67])(=[S:66])[CH3:65]>O1CCCC1.C(OCC)(=O)C>[N+:1]([C:4]1[CH:32]=[CH:31][C:7]([CH2:8][O:9][C:10]([N:12]2[CH2:16][C@@H:15]([S:66][C:64](=[O:67])[CH3:65])[CH2:14][C@H:13]2[CH2:18][C:19]([O:21][CH2:22][C:23]2[CH:24]=[CH:25][C:26]([O:29][CH3:30])=[CH:27][CH:28]=2)=[O:20])=[O:11])=[CH:6][CH:5]=1)([O-:3])=[O:2]. Reported procedure: (2S,4R)-1-(p-Nitrobenzyloxycarbonyl)-2-p-methoxybenzyloxycarbonylmethyl-4-hydroxypyrrolidine (1.40 g) and triphenylphosphine (1.18 g) were dissolved in 7 ml of dry tetrahydrofuran under nitrogen stream. To the resulting solution was added 783 mg of diethyl azodicarboxylate at 0° C., followed by stirring at the same temperature for 30 minutes. Thereafter, 342 mg of thioacetic acid was added thereto, and the mixture was stirred for 1 hour. The reaction mixture was diluted with ethyl acetate, washe... Starting materials: O=[O+][O-] (Ozone), [BH4-].[Na+] (sodium borohydride), O (water), CC=1C=C(C#N)C=CC1C=C (3-Methyl-4-vinylbenzonitrile). The solvent is CO (methanol). Run at temperature -70 celsius. The product is OCC1=C(C=C(C#N)C=C1)C (4-Hydroxymethyl-3-methylbenzonitrile). Isolated yield 90.0%. Reaction SMILES: [CH3:1][C:2]1[CH:3]=[C:4]([CH:7]=[CH:8][C:9]=1[CH:10]=C)[C:5]#[N:6].[O:12]=[O+][O-].[BH4-].[Na+].O>CO>[OH:12][CH2:10][C:9]1[CH:8]=[CH:7][C:4]([C:5]#[N:6])=[CH:3][C:2]=1[CH3:1] |f:2.3|. Reported procedure: 3-Methyl-4-vinylbenzonitrile (0.40 g; 2.8 mmol; from step (i) above) was dissolved in 50 mL of methanol and cooled to −70° C. Ozone (2 eq.) was bubbled through, and then 0.20 g (5.3 mmol) of sodium borohydride and 5 mL of water were added and the cooling bath was removed. After 4 h the methanol was evaporated and the residue was partitioned between 1M HCl and ether. The aqueous layer was extracted twice with ether and the combined organic phase was washed with water, dried (Na2SO4) and evaporate... Reaction SMILES: [C:1](#[N:2])[c:3]1[cH:4][cH:5][c:6]2[c:7]([cH:27]1)[CH:8]([NH:19][c:20]1[n:21][nH:22][c:23](=[O:26])[cH:24][cH:25]1)[CH:9]([OH:18])[C:10]([CH2:12][O:13][CH3:14])([CH2:15][O:16][CH3:17])[O:11]2.[C:34](=[O:35])([O-:36])[O-:37].[CH3:41][N:42]([CH3:43])[CH:44]=[O:45].[Cl:28][CH2:29][C:30]#[C:31][CH2:32][Cl:33].[K+:38].[K+:39].[OH2:40]>>[C:1](#[N:2])[c:3]1[cH:4][cH:5][c:6]2[c:7]([cH:27]1)[CH:8]([NH:19][c:20]1[n:21][n:22]([CH2:32][C:31]#[C:30][CH2:29][Cl:28])[c:23](=[O:26])[cH:24][cH:25]1)[CH:9]([OH:18])[C:10]([CH2:12][O:13][CH3:14])([CH2:15][O:16][CH3:17])[O:11]2. Reactants: COCC1(COC)Oc2ccc(C#N)cc2C(Nc2ccc(=O)[nH]n2)C1O, O=C([O-])[O-], CN(C)C=O, ClCC#CCCl, [K+], [K+], O. The product is COCC1(COC)Oc2ccc(C#N)cc2C(Nc2ccc(=O)n(CC#CCCl)n2)C1O.